This data is from the Open Reaction Database (ORD), a public repository of structured organic reaction records. The task is: describe an organic reaction: reactants, conditions, products, and yield Starting materials: Cl.COC=1C=C(C=CC1OC)C=1C(C(N(N1)C1CCNCC1)=O)(C)C (5-(3,4-dimethoxyphenyl)-4,4-dimethyl-2-(piperidin-4-yl)-2,4-dihydro-3H-pyrazol-3-one hydrochloride), Cl.COC=1C=C(C=CC1OC)C=1C(C(N(N1)C1CCNCC1)=O)(C)C (5-(3,4-dimethoxyphenyl)-4,4-dimethyl-2-(piperidin-4-yl)-2,4-dihydro-3H-pyrazol-3-one hydrochloride), NC1=C(C=C(C(=O)O)C=C1)C(F)(F)F (4-amino-3-(trifluoromethyl)benzoic acid). Yields the product NC1=C(C=C(C=C1)C(=O)N1CCC(CC1)N1N=C(C(C1=O)(C)C)C1=CC(=C(C=C1)OC)OC)C(F)(F)F (2-(1-{[4-Amino-3-(trifluoromethyl)phenyl]carbonyl}piperidin-4-yl)-5-(3,4-dimethoxyphenyl)-4,4-dimethyl-2,4-dihydro-3H-pyrazol-3-one). RXN SMILES: Cl.[CH3:2][O:3][C:4]1[CH:5]=[C:6]([C:12]2[C:13]([CH3:25])([CH3:24])[C:14](=[O:23])[N:15]([CH:17]3[CH2:22][CH2:21][NH:20][CH2:19][CH2:18]3)[N:16]=2)[CH:7]=[CH:8][C:9]=1[O:10][CH3:11].[NH2:26][C:27]1[CH:35]=[CH:34][C:30]([C:31](O)=[O:32])=[CH:29][C:28]=1[C:36]([F:39])([F:38])[F:37]>>[NH2:26][C:27]1[CH:35]=[CH:34][C:30]([C:31]([N:20]2[CH2:21][CH2:22][CH:17]([N:15]3[C:14](=[O:23])[C:13]([CH3:25])([CH3:24])[C:12]([C:6]4[CH:7]=[CH:8][C:9]([O:10][CH3:11])=[C:4]([O:3][CH3:2])[CH:5]=4)=[N:16]3)[CH2:18][CH2:19]2)=[O:32])=[CH:29][C:28]=1[C:36]([F:37])([F:38])[F:39] |f:0.1|. Procedure details: The title compound is prepared analogously as described for GP3 using 5-(3,4-dimethoxyphenyl)-4,4-dimethyl-2-(piperidin-4-yl)-2,4-dihydro-3H-pyrazol-3-one (compound B1) and 4-amino-3-(trifluoromethyl)benzoic acid as starting compounds. The crude product is purified by column chromatography (silica gel and DCM/methanol=4:1) and crystallization from methanol to yield the title compound.